This data is from the Open Reaction Database (ORD), a public repository of structured organic reaction records. The task is: describe an organic reaction: reactants, conditions, products, and yield Starting materials: ClC1=NN=C(C2=CC=C(C=C12)OC)CC (1-chloro-4-ethyl-7-methoxyphthalazine), NC1CCN(CC1)CC1=CC2=CC=CC=C2C=C1 (4-amino-1-(naphthalen-2-ylmethyl)piperidine). Product: C(C)C1=NN=C(C2=CC(=CC=C12)OC)NC1CCN(CC1)CC1=CC2=CC=CC=C2C=C1 (4-Ethyl-7-methoxy-N-[1-(naphthalen-2-ylmethyl)piperidin-4-yl]phthalazin-1-amine). As a reaction SMILES: Cl[C:2]1[C:11]2[C:6](=[CH:7][CH:8]=[C:9]([O:12][CH3:13])[CH:10]=2)[C:5]([CH2:14][CH3:15])=[N:4][N:3]=1.[NH2:16][CH:17]1[CH2:22][CH2:21][N:20]([CH2:23][C:24]2[CH:33]=[CH:32][C:31]3[C:26](=[CH:27][CH:28]=[CH:29][CH:30]=3)[CH:25]=2)[CH2:19][CH2:18]1>>[CH2:14]([C:5]1[C:6]2[C:11](=[CH:10][C:9]([O:12][CH3:13])=[CH:8][CH:7]=2)[C:2]([NH:16][CH:17]2[CH2:18][CH2:19][N:20]([CH2:23][C:24]3[CH:33]=[CH:32][C:31]4[C:26](=[CH:27][CH:28]=[CH:29][CH:30]=4)[CH:25]=3)[CH2:21][CH2:22]2)=[N:3][N:4]=1)[CH3:15]. Procedure: This compound is obtained according to the procedure described in 1.4. by reacting 1-chloro-4-ethyl-7-methoxyphthalazine with 4-amino-1-(naphthalen-2-ylmethyl)piperidine. Starting materials: CC=1C=C(C(=O)OC)C=CC1N (methyl 3-methyl-4-aminobenzoate), C(C)(=O)[O-].[K+] (potassium acetate), C(C)(=O)OC(C)=O (acetic anhydride), C1COCCOCCOCCOCCOCCO1 (18-crown-6), CCCCCON=O (n-amyl nitrite). Run in C(Cl)(Cl)Cl (chloroform). Run at time 30 minute. The product is C(C)(=O)N1N=CC2=CC(=CC=C12)C(=O)OC (methyl 1-acetyl-1H-indazole-5-carboxylate). The yield is 47.4%. As a reaction SMILES: [CH3:1][C:2]1[CH:3]=[C:4]([CH:9]=[CH:10][C:11]=1[NH2:12])[C:5]([O:7][CH3:8])=[O:6].[C:13]([O-:16])(=O)[CH3:14].[K+].C(OC(=O)C)(=O)C.C1OCCOCCOCCOCCOCCOC1.CCCCCO[N:49]=O>C(Cl)(Cl)Cl>[C:13]([N:12]1[C:11]2[C:2](=[CH:3][C:4]([C:5]([O:7][CH3:8])=[O:6])=[CH:9][CH:10]=2)[CH:1]=[N:49]1)(=[O:16])[CH3:14] |f:1.2|. Reported procedure: To a stirred mixture of methyl 3-methyl-4-aminobenzoate (5.0 g, 30.0 mmol) and potassium acetate (2.94 g, 30.0 mmol) in chloroform (50 mL) is added acetic anhydride (5.66 mL, 60.0 mmol). The mixture is stirred for 30 min at rt, followed by the addition of 18-crown-6 (1.58 g, 6.0 mmol) and n-amyl nitrite (7.78 g, 66.0 mmol). The mixture is heated to reflux for 16 h, followed by cooling to rt. The mixture is washed sequentially with aqueous sodium bicarbonate solution (2×), water and brine. The or... RXN SMILES: [C:1]([O:4][CH2:5][C:6]1[CH2:7][S:8][C@@H:9]2[C@H:16]([NH:17][C:18](=[O:25])[CH2:19][C:20]3[S:21][CH:22]=[CH:23][CH:24]=3)[C:15](=[O:26])[N:10]2[C:11]=1[C:12]([OH:14])=[O:13])(=[O:3])[CH3:2].[CH2:27](N)[C:28]1[CH:33]=[CH:32][CH:31]=[CH:30][CH:29]=1.N(OCC(C)C)=O>C(#N)C.CC(N(C)C)=O>[C:1]([O:4][CH2:5][C:6]1[CH2:7][S:8][C@@H:9]2[C@H:16]([NH:17][C:18](=[O:25])[CH2:19][C:20]3[S:21][CH:22]=[CH:23][CH:24]=3)[C:15](=[O:26])[N:10]2[C:11]=1[C:12]([O:14][CH2:27][C:28]1[CH:33]=[CH:32][CH:31]=[CH:30][CH:29]=1)=[O:13])(=[O:3])[CH3:2]. Yields the product C(C)(=O)OCC=1CS[C@H]2N(C1C(=O)OCC1=CC=CC=C1)C([C@H]2NC(CC=2SC=CC2)=O)=O (Benzyl 3-acetoxymethyl-7β-(2-thienylacetamido)ceph-3-em-4-carboxylate). The reactants are C(C)(=O)OCC=1CS[C@H]2N(C1C(=O)O)C([C@H]2NC(CC=2SC=CC2)=O)=O (3-acetoxymethyl-7β-(2-thienylacetamido) ceph-3-em-4-carboxylic acid), C(C1=CC=CC=C1)N (benzylamine), N(=O)OCC(C)C (isobutyl nitrite). The solvent is C(C)#N (acetonitrile), CC(=O)N(C)C (dimethylacetamide). Procedure details: To a solution of 3-acetoxymethyl-7β-(2-thienylacetamido) ceph-3-em-4-carboxylic acid (3.96 g., 10 m. moles) in acetonitrile (70 ml) and dimethylacetamide (5 ml) was added benzylamine (1.28 g., 12 m. moles) and isobutyl nitrite (2.47 g., 24 m. moles) and the mixture heated to 45° over 2 hours. Initially a solid formed in the mixture but with vigorous stirring it had all dissolved after 1-1.25 hours as the reaction proceeded. After removal of the solvent in vacuo, the gum was taken up in ethyl ace... Reactants: FC1=CC(=CC(=C1)F)F (1,3,5-Trifluorobenzene), cuprous chloride, resultant mixture, ice water, COC1=CC=C(C=C1)O (4-methoxyphenol), [H][H] (hydrogen), [H-].[Na+] (Sodium hydride). Run in CN(C=O)C (N,N-dimethylformamide), CCCCCC (n-hexane). Yields the product FC=1C=C(OC2=CC=C(C=C2)OC)C=C(C1)F (4-(3,5-difluorophenoxy)anisole). Isolated yield 51.7%. Reaction SMILES: [H-].[Na+].[CH3:3][O:4][C:5]1[CH:10]=[CH:9][C:8]([OH:11])=[CH:7][CH:6]=1.[H][H].F[C:15]1[CH:20]=[C:19]([F:21])[CH:18]=[C:17]([F:22])[CH:16]=1>CCCCCC.CN(C)C=O>[F:22][C:17]1[CH:16]=[C:15]([CH:20]=[C:19]([F:21])[CH:18]=1)[O:11][C:8]1[CH:9]=[CH:10][C:5]([O:4][CH3:3])=[CH:6][CH:7]=1 |f:0.1|. Reported procedure: Sodium hydride (7.56 g, 0.189 mol; 60% in oil) was washed with n-hexane to eliminate the oil, and N,N-dimethylformamide (100 ml) was added thereto to make a suspension. To the thus prepared suspension, 4-methoxyphenol (25.84 g, 0.208 mol) was gradually added with stirring, and stirring was continued until the generation of hydrogen gas ceased. 1,3,5-Trifluorobenzene (30.00 g, 0.227 mol) and cuprous chloride (0.50 g) were added thereto. The resultant mixture was heated under reflux for 8 hours wi... The product is C(=O)(O)C1=CN(C=C1)C1=C2C=CC=NC2=CC=C1 (3-carboxy-1-(quinol-5-yl)-1H-pyrrole). Reported procedure: 0.36 g (8.58 mmol) of lithium hydroxide monohydrate and 20 mL of water are added to a solution at a temperature in the region of 22° C. of 0.5 g (1.98 mmol) of 3-methoxycarbonyl-1-(quinol-5-yl)-1H-pyrrole in 20 mL of tetrahydrofuran. After stirring at the reflux point of the solvent for 15 hours, the reaction mixture is concentrated to dryness under reduced pressure (2.7 kPa) and the residue is taken up in water. The resulting solution is adjusted to pH 7 using N hydrochloric acid and then it is... Conditions: time 15 hour. The reactants are O.[OH-].[Li+] (lithium hydroxide monohydrate), O (water), COC(=O)C1=CN(C=C1)C1=C2C=CC=NC2=CC=C1 (3-methoxycarbonyl-1-(quinol-5-yl)-1H-pyrrole). Reaction SMILES: O.[OH-].[Li+].O.C[O:6][C:7]([C:9]1[CH:13]=[CH:12][N:11]([C:14]2[CH:23]=[CH:22][CH:21]=[C:20]3[C:15]=2[CH:16]=[CH:17][CH:18]=[N:19]3)[CH:10]=1)=[O:8]>O1CCCC1>[C:7]([C:9]1[CH:13]=[CH:12][N:11]([C:14]2[CH:23]=[CH:22][CH:21]=[C:20]3[C:15]=2[CH:16]=[CH:17][CH:18]=[N:19]3)[CH:10]=1)([OH:8])=[O:6] |f:0.1.2|. Isolated yield 89.0%. Solvent: O1CCCC1 (tetrahydrofuran). Reagents/catalysts: [Pd] (Pd-C). Procedure: The procedure described in Example 15 was repeated, except that (RS)-2-(benzyloxycarbonylamino)-N-(4-(ethoxycarbonylmethyl)phenyl)-3-(tetrahydropyran-2-yloxy)propanamide (2.0 g) was hydrogenolyzed in the presence of 10% Pd-C, and then, reacted with 4-fluorobenzenesulfonyl chloride (1.72 g) to obtain (RS)-N-(4-(ethoxycarbonylmethyl)phenyl)-2-(4-fluorobenzenesulfonylamino)-3-(tetrahydropyran-2-yloxy)propanamide (1.59 g). RXN SMILES: C(OC([NH:11][CH:12]([CH2:28][O:29][CH:30]1[CH2:35][CH2:34][CH2:33][CH2:32][O:31]1)[C:13]([NH:15][C:16]1[CH:21]=[CH:20][C:19]([CH2:22][C:23]([O:25][CH2:26][CH3:27])=[O:24])=[CH:18][CH:17]=1)=[O:14])=O)C1C=CC=CC=1.[F:36][C:37]1[CH:42]=[CH:41][C:40]([S:43](Cl)(=[O:45])=[O:44])=[CH:39][CH:38]=1>[Pd]>[CH2:26]([O:25][C:23]([CH2:22][C:19]1[CH:18]=[CH:17][C:16]([NH:15][C:13](=[O:14])[CH:12]([NH:11][S:43]([C:40]2[CH:41]=[CH:42][C:37]([F:36])=[CH:38][CH:39]=2)(=[O:45])=[O:44])[CH2:28][O:29][CH:30]2[CH2:35][CH2:34][CH2:33][CH2:32][O:31]2)=[CH:21][CH:20]=1)=[O:24])[CH3:27]. The reactants are C(C1=CC=CC=C1)OC(=O)NC(C(=O)NC1=CC=C(C=C1)CC(=O)OCC)COC1OCCCC1 ((RS)-2-(benzyloxycarbonylamino)-N-(4-(ethoxycarbonylmethyl)phenyl)-3-(tetrahydropyran-2-yloxy)propanamide), FC1=CC=C(C=C1)S(=O)(=O)Cl (4-fluorobenzenesulfonyl chloride). Yields the product C(C)OC(=O)CC1=CC=C(C=C1)NC(C(COC1OCCCC1)NS(=O)(=O)C1=CC=C(C=C1)F)=O ((RS)-N-(4-(ethoxycarbonylmethyl)phenyl)-2-(4-fluorobenzenesulfonylamino)-3-(tetrahydropyran-2-yloxy)propanamide). The yield is 75.7%.